The task is: describe an organic reaction: reactants, conditions, products, and yield. This data is from the Open Reaction Database (ORD), a public repository of structured organic reaction records. The reactants are ClC1=C(C(=CC=C1)Cl)NC1=NC2=C(N1C)C=C(C=C2)C(=O)O (2-(2,6-dichloro-phenylamino)-1-methyl-1H-benzimidazole-6-carboxylic acid), Cl.CC1(CCC(CC1)N)C (4,4-dimethyl-cyclohexylamine hydrochloride), CN(C)C(=[N+](C)C)ON1C2=C(C=CC=C2)N=N1.[B-](F)(F)(F)F (TBTU), CN1CCOCC1 (NMM), petrol ether ethyl acetate. Run in CN(C)C=O (DMF). Product: CC1(CCC(CC1)NC(=O)C1=CC2=C(N(C(=N2)NC2=C(C=CC=C2Cl)Cl)C)C=C1)C (2-(2,6-Dichloro-phenylamino)-1-methyl-1H-benzimidazole-5-carboxylic acid (4,4-dimethyl-cyclohexyl)-amide). Reaction SMILES: [Cl:1][C:2]1[CH:7]=[CH:6][CH:5]=[C:4]([Cl:8])[C:3]=1[NH:9][C:10]1[N:14](C)[C:13]2[CH:16]=[C:17]([C:20](O)=[O:21])[CH:18]=[CH:19][C:12]=2[N:11]=1.Cl.[CH3:24][C:25]1([CH3:32])[CH2:30][CH2:29][CH:28]([NH2:31])[CH2:27][CH2:26]1.[CH3:33]N(C(ON1N=NC2C=CC=CC1=2)=[N+](C)C)C.[B-](F)(F)(F)F.CN1CCOCC1>CN(C=O)C>[CH3:24][C:25]1([CH3:32])[CH2:30][CH2:29][CH:28]([NH:31][C:20]([C:17]2[CH:18]=[CH:19][C:12]3[N:11]([CH3:33])[C:10]([NH:9][C:3]4[C:2]([Cl:1])=[CH:7][CH:6]=[CH:5][C:4]=4[Cl:8])=[N:14][C:13]=3[CH:16]=2)=[O:21])[CH2:27][CH2:26]1 |f:1.2,3.4|. Procedure details: Prepared analogously to example 3c from 2-(2,6-dichloro-phenylamino)-1-methyl-1H-benzimidazole-6-carboxylic acid, 4,4-dimethyl-cyclohexylamine hydrochloride, TBTU and NMM in DMF; mp: 189-190° C., Rf value: 0.56 (silica gel; petrol ether/ethyl acetate=2:1).